Dataset: the Open Reaction Database (ORD), a public repository of structured organic reaction records. Task: describe an organic reaction: reactants, conditions, products, and yield The reactants are C(C1=CC=CC=C1)OCCCC=1NC(=C(N1)C(C)C)SC1=CC(=CC(=C1)Cl)Cl (2-(3-benzyloxypropyl)-5-(3,5-dichlorophenylthio)-4-isopropyl-1H-imidazole), C([O-])([O-])=O.[Li+].[Li+] (lithium carbonate), S(=O)(=O)(OCC)OCC (diethyl sulfate). Solvent: C(C)#N (acetonitrile), O (water). Conditions: temperature 70 celsius. Product: C(C1=CC=CC=C1)OCCCC=1N(C(=C(N1)C(C)C)SC1=CC(=CC(=C1)Cl)Cl)CC (2-(3-benzyloxypropyl)-5-(3,5-dichlorophenylthio)-4-isopropyl-1-ethyl-1H-imidazole). Yield: 99.4%. Reaction SMILES: [CH2:1]([O:8][CH2:9][CH2:10][CH2:11][C:12]1[NH:13][C:14]([S:20][C:21]2[CH:26]=[C:25]([Cl:27])[CH:24]=[C:23]([Cl:28])[CH:22]=2)=[C:15]([CH:17]([CH3:19])[CH3:18])[N:16]=1)[C:2]1[CH:7]=[CH:6][CH:5]=[CH:4][CH:3]=1.C(=O)([O-])[O-].[Li+].[Li+].S(OCC)(O[CH2:39][CH3:40])(=O)=O>C(#N)C.O>[CH2:1]([O:8][CH2:9][CH2:10][CH2:11][C:12]1[N:13]([CH2:39][CH3:40])[C:14]([S:20][C:21]2[CH:26]=[C:25]([Cl:27])[CH:24]=[C:23]([Cl:28])[CH:22]=2)=[C:15]([CH:17]([CH3:19])[CH3:18])[N:16]=1)[C:2]1[CH:3]=[CH:4][CH:5]=[CH:6][CH:7]=1 |f:1.2.3|. Procedure: In 25 ml of dry acetonitrile was dissolved 5.0 g (11.5 mmol) of imidazole (101e), followed by addition of 1.7 g (23 mmol) of lithium carbonate and 2.7 g (17.5 mmol) of diethyl sulfate. The mixture was stirred under heating at 70° C. for 23 hours. After cooling, the reaction mixture was diluted with water and extracted with ethyl acetate. The extract was washed with water, dried over sodium sulfate, filtered, and concentrated under reduced pressure. The residue was purified by silica gel column c... The reactants are intermediate 2, CC1(OB(OC1(C)C)C1=CC=C(C(=O)NC2=NC=CC(=C2)C(F)(F)F)C=C1)C (4-(4,4,5,5-Tetramethyl-1,3,2-dioxaborolan-2-yl)-N-(4-(trifluoromethyl)pyridin-2-yl)benzamide), CC1(OB(OC1(C)C)C1=CC=C(C(=O)NC2=NC=CC(=C2)C(F)(F)F)C=C1)C (4-(4,4,5,5-Tetramethyl-1,3,2-dioxaborolan-2-yl)-N-(4-(trifluoromethyl)pyridin-2-yl)benzamide), NC=1C=2N(C=CN1)C(=NC2Br)[C@H]2N(CCC2)C(=O)OCC2=CC=CC=C2 ((S)-benzyl 2-(8-amino-1-bromoimidazo[1,5-a]pyrazin-3-yl)pyrrolidine-1-carboxylate), NC=1C=2N(C=CN1)C(=NC2Br)[C@H]2N(CCC2)C(=O)OCC2=CC=CC=C2 ((S)-benzyl 2-(8-amino-1-bromoimidazo[1,5-a]pyrazin-3-yl)pyrrolidine-1-carboxylate). Product: NC=1C=2N(C=CN1)C(=NC2C2=CC=C(C(=O)NC1=NC=CC(=C1)C(F)(F)F)C=C2)[C@H]2NCCC2 ((S)-4-(8-Amino-3-(pyrrolidin-2-yl)imidazo[1,5-a]pyrazin-1-yl)-N-(4-(trifluoromethyl)pyridin-2-yl)benzamide). The yield is 87.0%. Reaction SMILES: [NH2:1][C:2]1[C:3]2[N:4]([C:8]([C@@H:12]3[CH2:16][CH2:15][CH2:14][N:13]3C(OCC3C=CC=CC=3)=O)=[N:9][C:10]=2Br)[CH:5]=[CH:6][N:7]=1.CC1(C)C(C)(C)OB([C:35]2[CH:53]=[CH:52][C:38]([C:39]([NH:41][C:42]3[CH:47]=[C:46]([C:48]([F:51])([F:50])[F:49])[CH:45]=[CH:44][N:43]=3)=[O:40])=[CH:37][CH:36]=2)O1>>[NH2:1][C:2]1[C:3]2[N:4]([C:8]([C@@H:12]3[CH2:16][CH2:15][CH2:14][NH:13]3)=[N:9][C:10]=2[C:35]2[CH:53]=[CH:52][C:38]([C:39]([NH:41][C:42]3[CH:47]=[C:46]([C:48]([F:49])([F:50])[F:51])[CH:45]=[CH:44][N:43]=3)=[O:40])=[CH:37][CH:36]=2)[CH:5]=[CH:6][N:7]=1. Procedure: This intermediate was prepared, in an analogous manner as described for intermediate 2, from (S)-benzyl 2-(8-amino-1-bromoimidazo[1,5-a]pyrazin-3-yl)pyrrolidine-1-carboxylate (Intermediate 1e) and 4-(4,4,5,5-Tetramethyl-1,3,2-dioxaborolan-2-yl)-N-(4-(trifluoromethyl)pyridin-2-yl)benzamide (intermediate 10) to afford the title compound (163 mg, 87%). The reactants are ClC1=C(C=NC2=CN=C(C=C12)F)C#N (4-chloro-6-fluoro-1,7-naphthyridine-3-carbonitrile), CCOC(=O)C (EtOAc), ClC1=CC=NC2=NC=CC=C12 (4-chloronaphthyridine), O(C1=CC=CC=C1)C=1C=C(N)C=CC1 (3-phenoxyaniline). The solvent is hexanes, C(C)OCCO (2-ethoxyethanol). Product: FC=1C=C2C(=C(C=NC2=CN1)C#N)NC1=CC(=CC=C1)OC1=CC=CC=C1 (6-fluoro-4-(3-phenoxyphenylamino)-1,7-naphthyridine-3-carbonitrile). The yield is 100.0%. RXN SMILES: Cl[C:2]1[C:11]2[C:6](=[CH:7][N:8]=[C:9]([F:12])[CH:10]=2)[N:5]=[CH:4][C:3]=1[C:13]#[N:14].[O:15]([C:22]1[CH:23]=[C:24]([CH:26]=[CH:27][CH:28]=1)[NH2:25])[C:16]1[CH:21]=[CH:20][CH:19]=[CH:18][CH:17]=1.CCOC(C)=O.ClC1C2C(=NC=CC=2)N=CC=1>C(OCCO)C>[F:12][C:9]1[CH:10]=[C:11]2[C:6](=[CH:7][N:8]=1)[N:5]=[CH:4][C:3]([C:13]#[N:14])=[C:2]2[NH:25][C:24]1[CH:26]=[CH:27][CH:28]=[C:22]([O:15][C:16]2[CH:17]=[CH:18][CH:19]=[CH:20][CH:21]=2)[CH:23]=1. Procedure: In a 100 mL round-bottomed flask fitted with a condenser, 4-chloro-6-fluoro-1,7-naphthyridine-3-carbonitrile (0.250 g, 1.20 mmol) and 3-phenoxyaniline (0.245 g, 1.32 mmol) were taken up in 20 mL 2-ethoxyethanol and heated at reflux for 1 hour, until TLC analysis (20% EtOAc in hexanes) showed complete disappearance of the 4-chloronaphthyridine. After cooling to room temperature, the reaction mixture was partitioned between 40 mL each EtOAc and 5% Na2CO3. The aqueous layer was extracted twice more... Reactants: CCOC(=O)CC1OB(O)c2cc(O)cc(OC)c21, C1CCOC1, [Li+], [OH-], O. Product: COc1cc(O)cc2c1C(CC(=O)O)OB2O. RXN SMILES: [CH2:1]([CH3:2])[O:3][C:4]([CH2:5][CH:6]1[c:7]2[c:8]([cH:12][c:13]([OH:18])[cH:14][c:15]2[O:16][CH3:17])[B:9]([OH:11])[O:10]1)=[O:19].[CH2:22]1[O:23][CH2:24][CH2:25][CH2:26]1.[Li+:20].[OH-:21].[OH2:27]>>[O:3]=[C:4]([CH2:5][CH:6]1[c:7]2[c:8]([cH:12][c:13]([OH:18])[cH:14][c:15]2[O:16][CH3:17])[B:9]([OH:11])[O:10]1)[OH:19].